This data is from the Open Reaction Database (ORD), a public repository of structured organic reaction records. The task is: describe an organic reaction: reactants, conditions, products, and yield Reactants: O=S(=O)(Cl)c1ccc(Cl)cc1, Nc1ccccc1C(=O)NCCCn1ccnc1, O. RXN SMILES: [Cl:19][c:20]1[cH:21][cH:22][c:23]([S:26](=[O:27])(=[O:28])[Cl:29])[cH:24][cH:25]1.[NH2:1][c:2]1[c:3]([C:4](=[O:5])[NH:6][CH2:7][CH2:8][CH2:9][n:10]2[cH:11][n:12][cH:13][cH:14]2)[cH:15][cH:16][cH:17][cH:18]1.[OH2:30]>>[NH:1]([c:2]1[c:3]([C:4](=[O:5])[NH:6][CH2:7][CH2:8][CH2:9][n:10]2[cH:11][n:12][cH:13][cH:14]2)[cH:15][cH:16][cH:17][cH:18]1)[S:26]([c:23]1[cH:22][cH:21][c:20]([Cl:19])[cH:25][cH:24]1)(=[O:27])=[O:28]. The product is O=C(NCCCn1ccnc1)c1ccccc1NS(=O)(=O)c1ccc(Cl)cc1. Reactants: O=C([O-])[O-], CS(=O)(=O)Cl, c1cncc(CNC2CCCCC2)c1, ClCCl, [K+], [K+]. The product is CS(=O)(=O)N(Cc1cccnc1)C1CCCCC1. Reaction SMILES: [C:15](=[O:16])([O-:17])[O-:18].[CH3:21][S:22]([Cl:23])(=[O:24])=[O:25].[CH:1]1([NH:7][CH2:8][c:9]2[cH:10][n:11][cH:12][cH:13][cH:14]2)[CH2:2][CH2:3][CH2:4][CH2:5][CH2:6]1.[Cl:26][CH2:27][Cl:28].[K+:19].[K+:20]>>[CH:1]1([N:7]([CH2:8][c:9]2[cH:10][n:11][cH:12][cH:13][cH:14]2)[S:22]([CH3:21])(=[O:24])=[O:25])[CH2:2][CH2:3][CH2:4][CH2:5][CH2:6]1.